This data is from the Open Reaction Database (ORD), a public repository of structured organic reaction records. The task is: describe an organic reaction: reactants, conditions, products, and yield Starting materials: Cl (hydrochloric acid), IC=1C=C(C(=O)O)C=CC1 (m-iodobenzoic acid), S(=O)(Cl)Cl (thionyl chloride), C(C)(=O)OC1[C@H](N)[C@@H](OC(C)=O)[C@H](OC(C)=O)[C@H](O1)COC(C)=O (1,3,4,6-tetra-O-acetyl-D-glucosamine). The solvent is C1=CC=CC=C1 (benzene), C1=CC=CC=C1 (benzene), N1=CC=CC=C1 (pyridine). Conditions: temperature 65 celsius, time 24 hour. Product: IC=1C=C(C(=O)N[C@H]2C(OC(C)=O)O[C@@H]([C@H]([C@@H]2OC(C)=O)OC(C)=O)COC(C)=O)C=CC1 (N-(m-iodobenzoyl)-1,3,4,6-tetra-O-acetyl-D-glucosamine). Yield: 45.1%. RXN SMILES: [I:1][C:2]1[CH:3]=[C:4]([CH:8]=[CH:9][CH:10]=1)[C:5]([OH:7])=O.S(Cl)(Cl)=O.[C:15]([O:18][CH:19]1[O:33][C@H:32]([CH2:34][O:35][C:36](=[O:38])[CH3:37])[C@@H:27]([O:28][C:29](=[O:31])[CH3:30])[C@H:22]([O:23][C:24](=[O:26])[CH3:25])[C@H:20]1[NH2:21])(=[O:17])[CH3:16].Cl>C1C=CC=CC=1.N1C=CC=CC=1>[I:1][C:2]1[CH:3]=[C:4]([CH:8]=[CH:9][CH:10]=1)[C:5]([NH:21][C@@H:20]1[C@@H:22]([O:23][C:24](=[O:26])[CH3:25])[C@H:27]([O:28][C:29](=[O:31])[CH3:30])[C@@H:32]([CH2:34][O:35][C:36](=[O:38])[CH3:37])[O:33][CH:19]1[O:18][C:15](=[O:17])[CH3:16])=[O:7]. Reported procedure: A mixture of m-iodobenzoic acid (1.6 g; 6.45×10-3 mol) and thionyl chloride (10 ml) was stirred at 65° C. for 24 hours, benzene was added thereto, and excessive thionyl chloride was removed by distillation under reduced pressure. The thus prepared m-iodobenzoyl chloride was dissolved in benzene (2 ml), and a solution of 1,3,4,6-tetra-O-acetyl-D-glucosamine (2 g; 5.76×10-3 mol) in benzene (10 ml) and pyridine (2 ml) was added thereto, followed by stirring for 48 hours. The resulting mixture was n... Starting materials: [N+](=O)(O)[O-] (nitric acid), CN1C(COC2=C1C=CC=C2C(=O)O)=O (3,4-dihydro-4-methyl-3-oxo-2H-1,4-benzoxazine-8-carboxylic acid), resultant solution. Solvent: S(O)(O)(=O)=O (sulfuric acid), S(O)(O)(=O)=O (sulfuric acid). The product is CN1C(COC2=C1C=C(C=C2C(=O)O)[N+](=O)[O-])=O (3,4-dihydro-4-methyl-6-nitro-3-oxo-2H-1,4-benzoxazine-8-carboxylic acid). Reaction SMILES: [CH3:1][N:2]1[C:7]2[CH:8]=[CH:9][CH:10]=[C:11]([C:12]([OH:14])=[O:13])[C:6]=2[O:5][CH2:4][C:3]1=[O:15].[N+:16]([O-])([OH:18])=[O:17]>S(=O)(=O)(O)O>[CH3:1][N:2]1[C:7]2[CH:8]=[C:9]([N+:16]([O-:18])=[O:17])[CH:10]=[C:11]([C:12]([OH:14])=[O:13])[C:6]=2[O:5][CH2:4][C:3]1=[O:15]. Procedure: To a solution of 85.5 g of 3,4-dihydro-4-methyl-3-oxo-2H-1,4-benzoxazine-8-carboxylic acid in 222 ml of concentrated sulfuric acid with cooling to -8° C. is added dropwise with stirring a mixture of 20.7 ml of fuming nitric acid (d 1.50) and 20.7 ml of concentrated sulfuric acid at a temperature below 2° C. over about 30 minutes, and the solution further stirred under cooling. The resultant solution is poured into ice-cold water with stirring. The precipitated crystals are collected by filtratio... Reactants: CCN(C(C)C)C(C)C (DIEA), C=1C=CC2=C(C1)N=NN2O (HOBt). Solvent: CN1C(CCC1)=O (1-methyl-2-pyrrolidone). Yields the product N1CCCCC1.CN(C)C=O (piperidine DMF). RXN SMILES: C[CH2:2][N:3]([CH:7](C)C)[CH:4](C)C.[CH:10]1[CH:11]=[CH:12]C2N([OH:19])N=[N:16][C:14]=2[CH:15]=1>CN1CCCC1=O>[NH:16]1[CH2:12][CH2:11][CH2:10][CH2:15][CH2:14]1.[CH3:7][N:3]([CH:2]=[O:19])[CH3:4] |f:3.4|. Procedure: 125 ml of 2.6 g Bop/1-methyl-2-pyrrolidone +1.7 ml of DIEA +0.8 g of HOBt (15 hours, two times)